From a dataset of the Open Reaction Database (ORD), a public repository of structured organic reaction records. describe an organic reaction: reactants, conditions, products, and yield Starting materials: C(=O)=O (dry ice), solution, C(CCC)[Li] (n-butyllithium), COCC1=C(CP(OC)(OC)=O)C=CC=C1 (dimethyl 2-methoxymethylbenzylphosphonate), C(C)OCC (diethyl ether). The solvent is O (water), O1CCCC1 (tetrahydrofuran), O1CCCC1 (tetrahydrofuran), CCCCCC (hexane). Reaction conditions: temperature 20 celsius, time 10 minute. The product is COP(=O)(OC)C(C(=O)O)C1=C(C=CC=C1)COC (dimethylphosphono-(2-methoxymethylphenyl)-acetic acid). As a reaction SMILES: C([Li])CCC.[CH3:6][O:7][CH2:8][C:9]1[CH:21]=[CH:20][CH:19]=[CH:18][C:10]=1[CH2:11][P:12](=[O:17])([O:15][CH3:16])[O:13][CH3:14].[C:22](=[O:24])=[O:23].C(OCC)C>CCCCCC.O1CCCC1.O>[CH3:14][O:13][P:12]([CH:11]([C:10]1[CH:18]=[CH:19][CH:20]=[CH:21][C:9]=1[CH2:8][O:7][CH3:6])[C:22]([OH:24])=[O:23])([O:15][CH3:16])=[O:17]. Reported procedure: 165 ml of a 1.6 M solution of n-butyllithium in hexane was added at (-65)° C. to 170 ml of absolute tetrahydrofuran. At this temperature a solution of 61 g of dimethyl 2-methoxymethylbenzylphosphonate (from Example 8) in 100 ml of tetrahydrofuran was dripped in. After 30 minutes the batch was poured into a (-60)° C. cold saturated solution (500 ml) of dry ice and diethyl ether. After the batch had been stirred for 10 minutes it was allowed to heat up to about 20° C. over a period of 4 hours. 300... Reactants: C1CCOC1, CO, CCOC(=O)CCCCCO[N+](=O)[O-], O. The product is O=C(O)CCCCCO[N+](=O)[O-]. Reaction SMILES: [CH2:17]1[O:18][CH2:19][CH2:20][CH2:21]1.[CH3:15][OH:16].[N+:1](=[O:2])([O-:3])[O:4][CH2:5][CH2:6][CH2:7][CH2:8][CH2:9][C:10](=[O:11])[O:12][CH2:13][CH3:14].[OH2:22]>>[N+:1](=[O:2])([O-:3])[O:4][CH2:5][CH2:6][CH2:7][CH2:8][CH2:9][C:10](=[O:11])[OH:12]. Reactants: O=C([O-])O, ClCCl, C[Mg+], CC(C)[O-], CC(C)[O-], CC(C)[O-], CC(C)[O-], CCOCC, [Cl-], [I-], [NH4+], [Na+], O, [Ti+4], c1ccc(C(c2ccccc2)N2CCNCC2)cc1, Cc1cc(-c2ccccc2)oc1C=O. Yields the product Cc1cc(-c2ccccc2)oc1CCN1CCN(C(c2ccccc2)c2ccccc2)CC1. Reaction SMILES: [C:39](=[O:40])([OH:41])[O-:42].[CH2:62]([Cl:63])[Cl:64].[CH3:35][Mg+:36].[CH3:45][CH:46]([CH3:47])[O-:48].[CH3:50][CH:51]([CH3:52])[O-:53].[CH3:54][CH:55]([CH3:56])[O-:57].[CH3:58][CH:59]([CH3:60])[O-:61].[CH3:65][CH2:66][O:67][CH2:68][CH3:69].[Cl-:37].[I-:34].[NH4+:38].[Na+:43].[OH2:44].[Ti+4:49].[c:15]1([CH:21]([c:22]2[cH:23][cH:24][cH:25][cH:26][cH:27]2)[N:28]2[CH2:29][CH2:30][NH:31][CH2:32][CH2:33]2)[cH:16][cH:17][cH:18][cH:19][cH:20]1.[c:1]1(-[c:7]2[o:8][c:9]([CH:13]=[O:14])[c:10]([CH3:12])[cH:11]2)[cH:2][cH:3][cH:4][cH:5][cH:6]1>>[c:1]1(-[c:7]2[o:8][c:9]([CH2:13][CH2:39][N:31]3[CH2:30][CH2:29][N:28]([CH:21]([c:15]4[cH:16][cH:17][cH:18][cH:19][cH:20]4)[c:22]4[cH:23][cH:24][cH:25][cH:26][cH:27]4)[CH2:33][CH2:32]3)[c:10]([CH3:12])[cH:11]2)[cH:2][cH:3][cH:4][cH:5][cH:6]1. Procedure: To a mixture of sodium hydride (60%, 278 mg, 6.96 mmol) and tetrahydrofuran (20 ml) was added N-(3-hydroxypropyl)morpholine (963 μl, 6.96 mmol) at room temperature. Then, the reaction mixture was stirred at 45° C. (external temperature) for 10 minutes. To the reaction mixture was added tributyl-iodomethyl-tin (2.0 g, 4.64 mmol) at 0° C. (external temperature). Then, the mixture was stirred at 45° C. for 1 hour. The reaction mixture was cooled at room temperature, diluted with ethyl acetate, wash... Isolated yield 150.0%. Solvent: C(C)(=O)OCC (ethyl acetate). Reaction conditions: temperature 45 celsius, time 10 minute. Product: C(CCC)[Sn](CCCC)(CCCC)COCCCN1CCOCC1 (4-{3-[(tributylstannyl)methoxy]propyl}morpholine). As a reaction SMILES: [H-].[Na+].O1CCCC1.[OH:8][CH2:9][CH2:10][CH2:11][N:12]1[CH2:17][CH2:16][O:15][CH2:14][CH2:13]1.[CH2:18]([Sn:22]([CH2:29][CH2:30][CH2:31][CH3:32])([CH2:25][CH2:26][CH2:27][CH3:28])[CH2:23]I)[CH2:19][CH2:20][CH3:21]>C(OCC)(=O)C>[CH2:18]([Sn:22]([CH2:23][O:8][CH2:9][CH2:10][CH2:11][N:12]1[CH2:17][CH2:16][O:15][CH2:14][CH2:13]1)([CH2:25][CH2:26][CH2:27][CH3:28])[CH2:29][CH2:30][CH2:31][CH3:32])[CH2:19][CH2:20][CH3:21] |f:0.1|. Starting materials: C(CCC)[Sn](CI)(CCCC)CCCC (tributyl-iodomethyl-tin), [H-].[Na+] (sodium hydride), O1CCCC1 (tetrahydrofuran), OCCCN1CCOCC1 (N-(3-hydroxypropyl)morpholine). Reactants: TEA, NC1CN(CC1)C(=O)OC(C)(C)C (tert. Butyl 3-amino-pyrrolidine-1-carboxylate), ClC1=CC=C(S1)C(=O)Cl (5-chloro-thiophene-2-carboxylic acid chloride). Run in C(Cl)Cl (DCM), C(Cl)Cl (DCM). Run at time 1 hour. Product: ClC1=CC=C(S1)C(=O)NC1CN(CC1)C(=O)OC(C)(C)C (tert. Butyl 3-[(5-chloro-thiophene-2-carbonyl)-amino]-pyrrolidine-1-carboxylate). RXN SMILES: [NH2:1][CH:2]1[CH2:6][CH2:5][N:4]([C:7]([O:9][C:10]([CH3:13])([CH3:12])[CH3:11])=[O:8])[CH2:3]1.[Cl:14][C:15]1[S:19][C:18]([C:20](Cl)=[O:21])=[CH:17][CH:16]=1>C(Cl)Cl>[Cl:14][C:15]1[S:19][C:18]([C:20]([NH:1][CH:2]2[CH2:6][CH2:5][N:4]([C:7]([O:9][C:10]([CH3:13])([CH3:12])[CH3:11])=[O:8])[CH2:3]2)=[O:21])=[CH:17][CH:16]=1. Procedure details: 0.5 g (2.7 mmol) tert. Butyl 3-amino-pyrrolidine-1-carboxylate are dissolved in 7 ml DCM, combined with 1.4 ml (10.1 mmol) TEA and 0.5 g (2.7 mmol) 5-chloro-thiophene-2-carboxylic acid chloride and stirred for one hour at RT. The reaction mixture is diluted with DCM and washed successively with dil. aqueous KHSO4 solution, sat. aqueous NaHCO3 solution and water. The combined organic phases are dried on sodium sulphate and evaporated to dryness i. vac. Reactants: COc1ccccc1COCCCOc1ccc(C2CCN(C(=O)OC(C)(C)C)CC2OCc2ccc3c(c2)N(CCCN)CCC3)cc1, CO, Cl. Product: COc1ccccc1COCCCOc1ccc(C2CCNCC2OCc2ccc3c(c2)N(CCCN)CCC3)cc1. As a reaction SMILES: [C:1]([O:2][C:3](=[O:4])[N:8]1[CH2:9][CH:10]([O:34][CH2:35][c:36]2[cH:37][cH:38][c:39]3[c:44]([cH:45]2)[N:43]([CH2:46][CH2:47][CH2:48][NH2:49])[CH2:42][CH2:41][CH2:40]3)[CH:11]([c:14]2[cH:15][cH:16][c:17]([O:20][CH2:21][CH2:22][CH2:23][O:24][CH2:25][c:26]3[c:27]([O:32][CH3:33])[cH:28][cH:29][cH:30][cH:31]3)[cH:18][cH:19]2)[CH2:12][CH2:13]1)([CH3:5])([CH3:6])[CH3:7].[CH3:51][OH:52].[ClH:50]>>[NH:8]1[CH2:9][CH:10]([O:34][CH2:35][c:36]2[cH:37][cH:38][c:39]3[c:44]([cH:45]2)[N:43]([CH2:46][CH2:47][CH2:48][NH2:49])[CH2:42][CH2:41][CH2:40]3)[CH:11]([c:14]2[cH:15][cH:16][c:17]([O:20][CH2:21][CH2:22][CH2:23][O:24][CH2:25][c:26]3[c:27]([O:32][CH3:33])[cH:28][cH:29][cH:30][cH:31]3)[cH:18][cH:19]2)[CH2:12][CH2:13]1. Starting materials: CC(C)(C)OC(=O)N1CCN(CC(c2cccc(Br)c2)C2(O)CCCCC2)CC1, C=C[Sn](CCCC)(CCCC)CCCC, Cc1ccccc1, c1ccc(P(c2ccccc2)(c2ccccc2)[Pd](P(c2ccccc2)(c2ccccc2)c2ccccc2)(P(c2ccccc2)(c2ccccc2)c2ccccc2)P(c2ccccc2)(c2ccccc2)c2ccccc2)cc1. Yields the product C=Cc1cccc(C(CN2CCN(C(=O)OC(C)(C)C)CC2)C2(O)CCCCC2)c1. RXN SMILES: [Br:1][c:2]1[cH:3][c:4]([CH:8]([CH2:9][N:10]2[CH2:11][CH2:12][N:13]([C:16](=[O:17])[O:18][C:19]([CH3:20])([CH3:21])[CH3:22])[CH2:14][CH2:15]2)[C:23]2([OH:29])[CH2:24][CH2:25][CH2:26][CH2:27][CH2:28]2)[cH:5][cH:6][cH:7]1.[CH2:30]([CH2:31][CH2:43][CH3:44])[Sn:32]([CH2:33][CH2:34][CH2:35][CH3:36])([CH2:37][CH2:38][CH2:39][CH3:40])[CH:41]=[CH2:42].[CH3:45][c:46]1[cH:47][cH:48][cH:49][cH:50][cH:51]1.[cH:52]1[cH:53][cH:54][c:55]([P:56]([Pd:57]([P:58]([c:59]2[cH:60][cH:61][cH:62][cH:63][cH:64]2)([c:65]2[cH:66][cH:67][cH:68][cH:69][cH:70]2)[c:71]2[cH:72][cH:73][cH:74][cH:75][cH:76]2)([P:77]([c:78]2[cH:79][cH:80][cH:81][cH:82][cH:83]2)([c:84]2[cH:85][cH:86][cH:87][cH:88][cH:89]2)[c:90]2[cH:91][cH:92][cH:93][cH:94][cH:95]2)[P:96]([c:97]2[cH:98][cH:99][cH:100][cH:101][cH:102]2)([c:103]2[cH:104][cH:105][cH:106][cH:107][cH:108]2)[c:109]2[cH:110][cH:111][cH:112][cH:113][cH:114]2)([c:115]2[cH:116][cH:117][cH:118][cH:119][cH:120]2)[c:121]2[cH:122][cH:123][cH:124][cH:125][cH:126]2)[cH:127][cH:128]1>>[c:2]1([CH:30]=[CH2:31])[cH:3][c:4]([CH:8]([CH2:9][N:10]2[CH2:11][CH2:12][N:13]([C:16](=[O:17])[O:18][C:19]([CH3:20])([CH3:21])[CH3:22])[CH2:14][CH2:15]2)[C:23]2([OH:29])[CH2:24][CH2:25][CH2:26][CH2:27][CH2:28]2)[cH:5][cH:6][cH:7]1.